Dataset: the Open Reaction Database (ORD), a public repository of structured organic reaction records. Task: describe an organic reaction: reactants, conditions, products, and yield Starting materials: CNc1ccncc1S(N)(=O)=O, CCOC(C)=O, CCC=O, CC(C)O, Cl. The product is CCC1NS(=O)(=O)c2cnccc2N1C. RXN SMILES: [CH3:1][NH:2][c:3]1[c:4]([S:9](=[O:10])(=[O:11])[NH2:12])[cH:5][n:6][cH:7][cH:8]1.[CH3:22][CH2:23][O:24][C:25](=[O:26])[CH3:27].[CH:13]([CH2:14][CH3:15])=[O:16].[CH:18]([OH:19])([CH3:20])[CH3:21].[ClH:17]>>[CH3:1][N:2]1[c:3]2[c:4]([cH:5][n:6][cH:7][cH:8]2)[S:9](=[O:10])(=[O:11])[NH:12][CH:13]1[CH2:14][CH3:15].